This data is from the Open Reaction Database (ORD), a public repository of structured organic reaction records. The task is: describe an organic reaction: reactants, conditions, products, and yield The reactants are CCOc1nc(C(C)(C)C)ncc1C1=NC(C)(c2ccc(Cl)cc2)C(C)(c2ccc(Cl)cc2)N1C(=O)Cl, CC(=O)N1CCNCC1. Yields the product CCOc1nc(C(C)(C)C)ncc1C1=NC(C)(c2ccc(Cl)cc2)C(C)(c2ccc(Cl)cc2)N1C(=O)N1CCN(C(C)=O)CC1. RXN SMILES: [C:1]([CH3:2])([CH3:3])([CH3:4])[c:5]1[n:6][cH:7][c:8]([C:14]2=[N:18][C:17]([CH3:19])([c:20]3[cH:21][cH:22][c:23]([Cl:26])[cH:24][cH:25]3)[C:16]([CH3:27])([c:28]3[cH:29][cH:30][c:31]([Cl:34])[cH:32][cH:33]3)[N:15]2[C:35](=[O:36])[Cl:37])[c:9]([O:11][CH2:12][CH3:13])[n:10]1.[C:38]([CH3:39])(=[O:40])[N:41]1[CH2:42][CH2:43][NH:44][CH2:45][CH2:46]1>>[C:1]([CH3:2])([CH3:3])([CH3:4])[c:5]1[n:6][cH:7][c:8]([C:14]2=[N:18][C:17]([CH3:19])([c:20]3[cH:21][cH:22][c:23]([Cl:26])[cH:24][cH:25]3)[C:16]([CH3:27])([c:28]3[cH:29][cH:30][c:31]([Cl:34])[cH:32][cH:33]3)[N:15]2[C:35](=[O:36])[N:44]2[CH2:43][CH2:42][N:41]([C:38]([CH3:39])=[O:40])[CH2:46][CH2:45]2)[c:9]([O:11][CH2:12][CH3:13])[n:10]1.